From a dataset of the Open Reaction Database (ORD), a public repository of structured organic reaction records. describe an organic reaction: reactants, conditions, products, and yield As a reaction SMILES: Br[C:2]1[CH:3]=[C:4]([S:8]([C:11]2[CH:12]=[C:13]3[C:18](=[C:19]([CH3:21])[CH:20]=2)[N:17]=[CH:16][C:15]([C:22]([NH2:24])=[O:23])=[C:14]3[NH:25][C:26]2[CH:31]=[CH:30][CH:29]=[C:28]([O:32][CH3:33])[CH:27]=2)(=[O:10])=[O:9])[CH:5]=[CH:6][CH:7]=1.[OH:34][CH2:35][C:36]1[CH:41]=[CH:40][C:39](B(O)O)=[CH:38][CH:37]=1.C([O-])([O-])=O.[Na+].[Na+].C(Cl)(Cl)Cl>COCCOC.Cl[Pd](Cl)([P](C1C=CC=CC=1)(C1C=CC=CC=1)C1C=CC=CC=1)[P](C1C=CC=CC=1)(C1C=CC=CC=1)C1C=CC=CC=1>[OH:34][CH2:35][C:36]1[CH:41]=[CH:40][C:39]([C:2]2[CH:7]=[CH:6][CH:5]=[C:4]([S:8]([C:11]3[CH:12]=[C:13]4[C:18](=[C:19]([CH3:21])[CH:20]=3)[N:17]=[CH:16][C:15]([C:22]([NH2:24])=[O:23])=[C:14]4[NH:25][C:26]3[CH:31]=[CH:30][CH:29]=[C:28]([O:32][CH3:33])[CH:27]=3)(=[O:10])=[O:9])[CH:3]=2)=[CH:38][CH:37]=1 |f:2.3.4,^1:63,82|. Yields the product OCC1=CC=C(C=C1)C1=CC(=CC=C1)S(=O)(=O)C=1C=C2C(=C(C=NC2=C(C1)C)C(=O)N)NC1=CC(=CC=C1)OC (6-((4′-(hydroxymethyl)-[1,1′-biphenyl]-3-yl)sulfonyl)-4-((3-methoxyphenyl)amino)-8-methylquinoline-3-carboxamide). Solvent: COCCOC (DME). Reported procedure: To a suspension of Intermediate 62 (0.95 mmol) and 4-(hydroxymethyl)phenylboronic acid (290 mg, 1.90 mmol) in DME (10 mL) at room temperature was added 2 M Na2CO3 (1.4 mL, 2.85 mmol) and PdCl2(PPh3)2 (33 mg, 0.005 mmol). The reaction mixture was stirred at reflux for 2 h and then cooled to room temperature. After the addition of 60 mL of chloroform, a white precipitate formed which was collected by filtration. The crude product was purified by flash column chromatography (0-15% MeOH in dichlorom... Yield: 67.9%. The reactants are C(=O)([O-])[O-].[Na+].[Na+] (Na2CO3), C(Cl)(Cl)Cl (chloroform), BrC=1C=C(C=CC1)S(=O)(=O)C=1C=C2C(=C(C=NC2=C(C1)C)C(=O)N)NC1=CC(=CC=C1)OC (6-((3-bromophenyl)sulfonyl)-4-((3-methoxyphenyl)amino)-8-methylquinoline-3-carboxamide), OCC1=CC=C(C=C1)B(O)O (4-(hydroxymethyl)phenylboronic acid). The reagents and catalysts are Cl[Pd]([P](C1=CC=CC=C1)(C2=CC=CC=C2)C3=CC=CC=C3)([P](C4=CC=CC=C4)(C5=CC=CC=C5)C6=CC=CC=C6)Cl (PdCl2(PPh3)2).